Dataset: the Open Reaction Database (ORD), a public repository of structured organic reaction records. Task: describe an organic reaction: reactants, conditions, products, and yield Starting materials: [Si](C)(C)(C(C)(C)C)OC[C@H](CC=C)N(C(=O)NCC1=C(C(=CC=C1)F)F)C ((S)-1-(1-(tert-butyldimethylsilyloxy)pent-4-en-2-yl)-3-(2,3-difluorobenzyl)-1-methylurea), Cl (HCl). The solvent is CO (MeOH). Run at time 30 minute. Yields the product FC1=C(CNC(N(C)[C@H](CO)CC=C)=O)C=CC=C1F ((S)-3-(2,3-difluorobenzyl)-1-(1-hydroxypent-4-en-2-yl)-1-methylurea). Yield: 101.7%. Reaction SMILES: [Si]([O:8][CH2:9][C@@H:10]([N:14]([CH3:27])[C:15]([NH:17][CH2:18][C:19]1[CH:24]=[CH:23][CH:22]=[C:21]([F:25])[C:20]=1[F:26])=[O:16])[CH2:11][CH:12]=[CH2:13])(C(C)(C)C)(C)C.Cl>CO>[F:26][C:20]1[C:21]([F:25])=[CH:22][CH:23]=[CH:24][C:19]=1[CH2:18][NH:17][C:15](=[O:16])[N:14]([C@@H:10]([CH2:11][CH:12]=[CH2:13])[CH2:9][OH:8])[CH3:27]. Procedure: To a solution of (S)-1-(1-(tert-butyldimethylsilyloxy)pent-4-en-2-yl)-3-(2,3-difluorobenzyl)-1-methylurea (3.45 g, 8.65 mmol) in MeOH (60 mL) was added HCl (4 N in dioxane, 11.0 mL). The resulting solution was stirred at RT for 30 min. The mixture was concentrated and re-dissolved in EtOAc. The organic mixture was washed with saturated NaHCO3 and brine, dried over Na2SO4, filtered, and concentrated under reduced pressure to give (S)-3-(2,3-difluorobenzyl)-1-(1-hydroxypent-4-en-2-yl)-1-methylurea... Starting materials: NC1=NC=2C=CC=CC2C2=C1N=C(N2CC2=CC=CC=C2)CO (4-Amino-1-phenylmethyl-1H-imidazo[4,5-c]quinoline-2-methanol), S(=O)(Cl)Cl (thionyl chloride). Reaction conditions: time 30 minute. Yields the product Cl.ClCC=1N(C2=C(C(=NC=3C=CC=CC23)N)N1)CC1=CC=CC=C1 (2-Chloromethyl-1-phenylmethyl-1H-imidazo[4,5-c]quinolin-4-amine Hydrochloride). Reaction SMILES: [NH2:1][C:2]1[C:11]2[N:12]=[C:13]([CH2:22]O)[N:14]([CH2:15][C:16]3[CH:21]=[CH:20][CH:19]=[CH:18][CH:17]=3)[C:10]=2[C:9]2[CH:8]=[CH:7][CH:6]=[CH:5][C:4]=2[N:3]=1.S(Cl)([Cl:26])=O>>[ClH:26].[Cl:26][CH2:22][C:13]1[N:14]([CH2:15][C:16]2[CH:21]=[CH:20][CH:19]=[CH:18][CH:17]=2)[C:10]2[C:9]3[CH:8]=[CH:7][CH:6]=[CH:5][C:4]=3[N:3]=[C:2]([NH2:1])[C:11]=2[N:12]=1 |f:2.3|. Procedure: 4-Amino-1-phenylmethyl-1H-imidazo[4,5-c]quinoline-2-methanol (2.0 g; 0.0066 mol, Example 27) was added in small portions to thionyl chloride (10 mL). After stirring at room temperature for 30 min the product had crystallized from solution. The mixture was diluted with dry ether (75 mL). The solid was filtered from the mixture, washed with ether, and thoroughly dried. The product was used as such without further characterization or purification. Reactants: Fc1c(CBr)ccc(-c2ncco2)c1F, O=C([O-])[O-], O=S(=O)(NC1CCCCC1CO)c1ccc(Cl)cc1, [Cs+], [Cs+], O=S(=O)(c1ccc(Cl)cc1)N(Cc1ccc(-c2ncon2)cc1)C1CCCCC1CO. Product: O=S(=O)(c1ccc(Cl)cc1)N(Cc1ccc(-c2ncco2)c(F)c1F)C1CCCCC1CO. As a reaction SMILES: [Br:26][CH2:27][c:28]1[c:29]([F:40])[c:30]([F:39])[c:31](-[c:34]2[o:35][cH:36][cH:37][n:38]2)[cH:32][cH:33]1.[C:20](=[O:21])([O-:22])[O-:23].[Cl:1][c:2]1[cH:3][cH:4][c:5]([S:8](=[O:9])(=[O:10])[NH:11][CH:12]2[CH:13]([CH2:18][OH:19])[CH2:14][CH2:15][CH2:16][CH2:17]2)[cH:6][cH:7]1.[Cs+:24].[Cs+:25].[o:41]1[cH:42][n:43][c:44](-[c:45]2[cH:46][cH:47][c:48]([CH2:49][N:50]([CH:51]3[CH2:52][CH2:53][CH2:54][CH2:55][CH:56]3[CH2:57][OH:58])[S:59]([c:60]3[cH:61][cH:62][c:63]([Cl:64])[cH:65][cH:66]3)(=[O:67])=[O:68])[cH:69][cH:70]2)[n:71]1>>[Cl:1][c:2]1[cH:3][cH:4][c:5]([S:8](=[O:9])(=[O:10])[N:11]([CH:12]2[CH:13]([CH2:18][OH:19])[CH2:14][CH2:15][CH2:16][CH2:17]2)[CH2:27][c:28]2[c:29]([F:40])[c:30]([F:39])[c:31](-[c:34]3[o:35][cH:36][cH:37][n:38]3)[cH:32][cH:33]2)[cH:6][cH:7]1.